From a dataset of the Open Reaction Database (ORD), a public repository of structured organic reaction records. describe an organic reaction: reactants, conditions, products, and yield Procedure: Specific examples of the dimethyldialkyl ammonium compounds are dioctyldimethyl ammonium chloride, didecyldimethyl ammonium chloride, didodecyldimethyl ammonium chloride, octyl-decyldimethyl ammonium acetate, decyldodecyldimethyl ammonium chloride, and dihexadecyldimethyl ammonium acetate. Examples of the alkylbenzylmethyl ammonium compounds are decyldimethylbenzyl ammonium chloride, dodecyldimethylbenzyl ammonium chloride, dodecyl dimethylbenzyl ammonium acetate, tetradecyldimethylbenzyl ammoni... RXN SMILES: [Cl-:1].[CH2:2]([N+:10]([CH2:13][CH2:14][CH2:15][CH2:16][CH2:17][CH2:18][CH2:19][CH3:20])([CH3:12])[CH3:11])[CH2:3][CH2:4][CH2:5][CH2:6][CH2:7][CH2:8]C.[Cl-].[CH2:22]([N+](CCCCCCCCCC)(C)C)[CH2:23][CH2:24][CH2:25][CH2:26][CH2:27][CH2:28][CH2:29][CH2:30][CH3:31].[Cl-].C([N+](CCCCCCCCCCCC)(C)C)CCCCCCCCCCC.C([O-])(=O)C.C([N+](CCCCCCCCCC)(C)C)CCCCCCC.[Cl-].C([N+](CCCCCCCCCCCC)(C)C)CCCCCCCCC.C([O-])(=O)C.C([N+](CCCCCCCCCCCCCCCC)(C)C)CCCCCCCCCCCCCCC.C([O-])(=O)C.C([N+](C)(C)CC1C=CC=CC=1)CCCCCCCCCCC.[Br-].C([N+](C)(C)CC1C=CC=CC=1)CCCCCCCCCCCCCCC.[Cl-].C([N+](C)(C)CC1C=CC=CC=1)CCCCCCCCCCCCCCCCC>[Cl-].C([N+](C)(C)CC1C=CC=CC=1)CCCCCCCCC.[Cl-].C([N+](C)(C)CC1C=CC=CC=1)CCCCCCCCCCC.[Cl-].C([N+](C)(C)CC1C=CC=CC=1)CCCCCCCCCCCCC>[Cl-:1].[NH4+:10].[Cl-:1].[CH2:13]([N+:10]([CH3:11])([CH3:12])[CH2:2][C:3]1[CH:4]=[CH:5][CH:6]=[CH:7][CH:8]=1)[CH2:14][CH2:15][CH2:16][CH2:17][CH2:18][CH2:19][CH2:20]/[CH:22]=[CH:23]\[CH2:24][CH2:25][CH2:26][CH2:27][CH2:28][CH2:29][CH2:30][CH3:31] |f:0.1,2.3,4.5,6.7,8.9,10.11,12.13,14.15,16.17,18.19,20.21,22.23,24.25,26.27|. The product is [Cl-].[NH4+] (ammonium chloride), [Cl-].C(CCCCCCC\C=C/CCCCCCCC)[N+](CC1=CC=CC=C1)(C)C (oleyldimethylbenzyl ammonium chloride). Reactants: C(C)(=O)[O-].C(CCCCCCCCCCC)[N+](CC1=CC=CC=C1)(C)C (dodecyl dimethylbenzyl ammonium acetate), [Cl-].C(CCCCCCCCC)[N+](C)(C)CCCCCCCCCC (didecyldimethyl ammonium chloride), [Cl-].C(CCCCCCCCCCCCCCCCC)[N+](CC1=CC=CC=C1)(C)C (octadecyldimethylbenzyl ammonium chloride), [Cl-].C(CCCCCCCCCCC)[N+](C)(C)CCCCCCCCCCCC (didodecyldimethyl ammonium chloride), C(C)(=O)[O-].C(CCCCCCCCCCCCCCC)[N+](C)(C)CCCCCCCCCCCCCCCC (dihexadecyldimethyl ammonium acetate), [Br-].C(CCCCCCCCCCCCCCC)[N+](CC1=CC=CC=C1)(C)C (hexadecyldimethylbenzyl ammonium bromide), alkylbenzylmethyl ammonium, [Cl-].C(CCCCCCCCC)[N+](C)(C)CCCCCCCCCCCC (decyldodecyldimethyl ammonium chloride), dimethyldialkyl ammonium, [Cl-].C(CCCCCCC)[N+](C)(C)CCCCCCCC (dioctyldimethyl ammonium chloride), C(C)(=O)[O-].C(CCCCCCC)[N+](C)(C)CCCCCCCCCC (octyl-decyldimethyl ammonium acetate). Reagents/catalysts: [Cl-].C(CCCCCCCCCCC)[N+](CC1=CC=CC=C1)(C)C (dodecyldimethylbenzyl ammonium chloride), [Cl-].C(CCCCCCCCCCCCC)[N+](CC1=CC=CC=C1)(C)C (tetradecyldimethylbenzyl ammonium chloride), [Cl-].C(CCCCCCCCC)[N+](CC1=CC=CC=C1)(C)C (decyldimethylbenzyl ammonium chloride).